From a dataset of the Open Reaction Database (ORD), a public repository of structured organic reaction records. describe an organic reaction: reactants, conditions, products, and yield As a reaction SMILES: Cl[C:2]1[N:7]=[CH:6][C:5]([O:8][CH:9]2[CH2:14][CH2:13][N:12]([C:15]([O:17][C:18]([CH3:21])([CH3:20])[CH3:19])=[O:16])[CH2:11][CH2:10]2)=[CH:4][CH:3]=1.[NH:22]1[C:30]2[C:25](=[CH:26][C:27]([C:31]([O:33][CH3:34])=[O:32])=[CH:28][CH:29]=2)[CH:24]=[CH:23]1>>[CH3:34][O:33][C:31]([C:27]1[CH:26]=[C:25]2[C:30](=[CH:29][CH:28]=1)[N:22]([C:2]1[CH:3]=[CH:4][C:5]([O:8][CH:9]3[CH2:14][CH2:13][N:12]([C:15]([O:17][C:18]([CH3:21])([CH3:20])[CH3:19])=[O:16])[CH2:11][CH2:10]3)=[CH:6][N:7]=1)[CH:23]=[CH:24]2)=[O:32]. Product: COC(=O)C=1C=C2C=CN(C2=CC1)C1=NC=C(C=C1)OC1CCN(CC1)C(=O)OC(C)(C)C (Methyl-1-(5-((1-(tert-butoxycarbonyl)piperidin-4-yl)oxy)pyridin-2-yl)-1H-indole-5-carboxylate). Starting materials: ClC1=CC=C(C=N1)OC1CCN(CC1)C(=O)OC(C)(C)C (tert-butyl 4-((6-chloropyridin-3-yl)oxy)piperidine-1-carboxylate), N1C=CC2=CC(=CC=C12)C(=O)OC (methyl 1H-indole-5-carboxylate). Procedure: The title compound was prepared by following the similar procedure as described in Example-1 using tert-butyl 4-((6-chloropyridin-3-yl)oxy)piperidine-1-carboxylate (intermediate-6) and methyl 1H-indole-5-carboxylate (0.615 g, 21%).